From a dataset of the Open Reaction Database (ORD), a public repository of structured organic reaction records. describe an organic reaction: reactants, conditions, products, and yield The reactants are BrC1=NC(=CC=C1)CO (2-bromopyridine-6-methanol), C(CCC#C)(=O)OC(C)(C)C (t-butyl 4-pentynoate), C(C)(C)(C)N (t-butylamine). Reagents/catalysts: [Cu]I (copper(I) iodide), C=1C=CC(=CC1)[P](C=2C=CC=CC2)(C=3C=CC=CC3)[Pd]([P](C=4C=CC=CC4)(C=5C=CC=CC5)C=6C=CC=CC6)([P](C=7C=CC=CC7)(C=8C=CC=CC8)C=9C=CC=CC9)[P](C=1C=CC=CC1)(C=1C=CC=CC1)C=1C=CC=CC1 (tetrakis(triphenylphosphine)palladium(0)). Solvent: CN(C)C=O (DMF). Reaction conditions: temperature 80 celsius, time 6 hour. Product: OCC1=CC=CC(=N1)C#CCCC(=O)OC(C)(C)C (t-butyl 5-(6-hydroxymethylpyridin-2-yl)pent-4-ynoate). Yield: 56.9%. RXN SMILES: Br[C:2]1[CH:7]=[CH:6][CH:5]=[C:4]([CH2:8][OH:9])[N:3]=1.[C:10]([O:16][C:17]([CH3:20])([CH3:19])[CH3:18])(=[O:15])[CH2:11][CH2:12][C:13]#[CH:14].C(N)(C)(C)C>[Cu]I.C1C=CC([P]([Pd]([P](C2C=CC=CC=2)(C2C=CC=CC=2)C2C=CC=CC=2)([P](C2C=CC=CC=2)(C2C=CC=CC=2)C2C=CC=CC=2)[P](C2C=CC=CC=2)(C2C=CC=CC=2)C2C=CC=CC=2)(C2C=CC=CC=2)C2C=CC=CC=2)=CC=1.CN(C=O)C>[OH:9][CH2:8][C:4]1[N:3]=[C:2]([C:14]#[C:13][CH2:12][CH2:11][C:10]([O:16][C:17]([CH3:20])([CH3:19])[CH3:18])=[O:15])[CH:7]=[CH:6][CH:5]=1 |^1:31,33,52,71|. Procedure: To a 200 mL round-bottom flask, 3.49 g of 2-bromopyridine-6-methanol, 3.0 g of t-butyl 4-pentynoate, 190 mg of BHT, 1.17 g of copper(I) iodide, 877 mg of tetrakis(triphenylphosphine)palladium(0), 2.72 g of t-butylamine and 56 mL of DMF were added, and the mixture was stirred under argon atmosphere at 80° C. for 6 hours. After the DMF was removed under reduced pressure from the reaction mixture, saturated aqueous sodium bicarbonate was added thereto, and the mixture was extracted with ethyl aceta... Starting materials: COC(=O)C(NC(=O)c1nc(-c2ccccc2)n2c1CN(C)CC2)C(C)(C)C, CO, O. Yields the product CN1CCn2c(-c3ccccc3)nc(C(=O)NC(C(=O)O)C(C)(C)C)c2C1. As a reaction SMILES: [CH3:1][C:2]([CH:3]([C:4](=[O:5])[O:6][CH3:7])[NH:8][C:9](=[O:10])[c:11]1[n:12][c:13](-[c:21]2[cH:22][cH:23][cH:24][cH:25][cH:26]2)[n:14]2[c:15]1[CH2:16][N:17]([CH3:20])[CH2:18][CH2:19]2)([CH3:27])[CH3:28].[CH3:30][OH:31].[OH2:29]>>[CH3:1][C:2]([CH:3]([C:4](=[O:5])[OH:6])[NH:8][C:9](=[O:10])[c:11]1[n:12][c:13](-[c:21]2[cH:22][cH:23][cH:24][cH:25][cH:26]2)[n:14]2[c:15]1[CH2:16][N:17]([CH3:20])[CH2:18][CH2:19]2)([CH3:27])[CH3:28]. The reactants are CC(CO)CCCC1=CC=CC=C1 (2-Methyl-5-phenyl-pentanol), Ru, [H][H] (hydrogen). Reaction conditions: time 15.5 hour. The product is C1(CCCCC1)CCCC(CO)C (5-cyclohexyl-2-methyl-pentanol). Yield: 97.3%. RXN SMILES: [CH3:1][CH:2]([CH2:5][CH2:6][CH2:7][C:8]1[CH:13]=[CH:12][CH:11]=[CH:10][CH:9]=1)[CH2:3][OH:4].[H][H]>>[CH:8]1([CH2:7][CH2:6][CH2:5][CH:2]([CH3:1])[CH2:3][OH:4])[CH2:13][CH2:12][CH2:11][CH2:10][CH2:9]1. Procedure: 3415 g of 2-Methyl-5-phenyl-pentanol (Rosaphen™, supplier: Symrise) combined with 33 g Ru on activated carbon (Ru content: 5 wt. %) were hydrogenated at a hydrogen pressure of 20 bar and at a temperature of 100° C. After 14-17 hours the reaction was finished. The catalyst was removed and the product distilled. 3437 g (content: 99.9%) of 5-cyclohexyl-2-methyl-pentanol were obtained. Yield: 97% of theoretical.